This data is from the Open Reaction Database (ORD), a public repository of structured organic reaction records. The task is: describe an organic reaction: reactants, conditions, products, and yield The reactants are OCCBr, O=C1Nc2ccccc2C(c2ccccc2)N1C1CCNCC1. Product: O=C1Nc2ccccc2C(c2ccccc2)N1C1CCN(CCO)CC1. Reaction SMILES: [CH2:24]([CH2:25][OH:26])[Br:27].[NH:1]1[CH2:2][CH2:3][CH:4]([N:7]2[C:8](=[O:23])[NH:9][c:10]3[cH:11][cH:12][cH:13][cH:14][c:15]3[CH:16]2[c:17]2[cH:18][cH:19][cH:20][cH:21][cH:22]2)[CH2:5][CH2:6]1>>[N:1]1([CH2:24][CH2:25][OH:26])[CH2:2][CH2:3][CH:4]([N:7]2[C:8](=[O:23])[NH:9][c:10]3[cH:11][cH:12][cH:13][cH:14][c:15]3[CH:16]2[c:17]2[cH:18][cH:19][cH:20][cH:21][cH:22]2)[CH2:5][CH2:6]1. Reactants: O=C(NCc1ccc(Cl)c(Oc2cc(Cl)cc(Br)c2)c1F)c1[nH]cnc1Cl, C1CCOC1, C#CC(C)O, CCOC(C)=O, [Cu]I. Product: CC(O)C#Cc1cc(Cl)cc(Oc2c(Cl)ccc(CNC(=O)c3[nH]cnc3Cl)c2F)c1. Reaction SMILES: [Br:1][c:2]1[cH:3][c:4]([O:9][c:10]2[c:11]([F:27])[c:12]([CH2:17][NH:18][C:19](=[O:20])[c:21]3[c:22]([Cl:26])[n:23][cH:24][nH:25]3)[cH:13][cH:14][c:15]2[Cl:16])[cH:5][c:6]([Cl:8])[cH:7]1.[CH2:33]1[O:34][CH2:35][CH2:36][CH2:37]1.[CH3:28][CH:29]([C:30]#[CH:31])[OH:32].[CH3:38][CH2:39][O:40][C:41]([CH3:42])=[O:43].[Cu:44][I:45]>>[c:2]1([C:31]#[C:30][CH:29]([CH3:28])[OH:32])[cH:3][c:4]([O:9][c:10]2[c:11]([F:27])[c:12]([CH2:17][NH:18][C:19](=[O:20])[c:21]3[c:22]([Cl:26])[n:23][cH:24][nH:25]3)[cH:13][cH:14][c:15]2[Cl:16])[cH:5][c:6]([Cl:8])[cH:7]1.